describe an organic reaction: reactants, conditions, products, and yield From a dataset of the Open Reaction Database (ORD), a public repository of structured organic reaction records. Starting materials: N[C@H]1[C@@H]2N(C(=C(CS2)COC(C)=O)P([O-])(=O)[O-])C1=O.[Na+].[Na+] (disodium 7β-amino-3-acetoxymethyl-3-cephem-4-phosphonate), Cl (HCl), C(=O)(O)[O-].[Na+] (NaHCO3), C1(=CC=CC=C1)C(C(=O)Cl)C(=O)OC(C1=CC=CC=C1)C1=CC=CC=C1 (2-phenyl-2-benzhydryloxycarbonylacetyl chloride). The solvent is O (water), CCOC(=O)C (EtOAc), CC(=O)C (acetone), CC(=O)C (acetone), CC(=O)C (acetone), O (water). Yields the product C(C)(=O)OCC=1CS[C@H]2N(C1P(O)(=O)O)C([C@H]2NC(C(C(=O)OC(C2=CC=CC=C2)C2=CC=CC=C2)C2=CC=CC=C2)=O)=O (3-acetoxymethyl-7β-(2-phenyl-2-benzhydryloxycarbonylacetamido)-3-cephem-4-phosphonic acid). Reaction SMILES: [NH2:1][C@@H:2]1[C:18](=[O:19])[N:4]2[C:5]([P:14]([O-:17])(=[O:16])[O-:15])=[C:6]([CH2:9][O:10][C:11](=[O:13])[CH3:12])[CH2:7][S:8][C@H:3]12.[Na+].[Na+].C([O-])(O)=O.[Na+].[C:27]1([CH:33]([C:37]([O:39][CH:40]([C:47]2[CH:52]=[CH:51][CH:50]=[CH:49][CH:48]=2)[C:41]2[CH:46]=[CH:45][CH:44]=[CH:43][CH:42]=2)=[O:38])[C:34](Cl)=[O:35])[CH:32]=[CH:31][CH:30]=[CH:29][CH:28]=1.Cl>CCOC(C)=O.O.CC(C)=O>[C:11]([O:10][CH2:9][C:6]1[CH2:7][S:8][C@@H:3]2[C@H:2]([NH:1][C:34](=[O:35])[CH:33]([C:27]3[CH:28]=[CH:29][CH:30]=[CH:31][CH:32]=3)[C:37]([O:39][CH:40]([C:47]3[CH:48]=[CH:49][CH:50]=[CH:51][CH:52]=3)[C:41]3[CH:46]=[CH:45][CH:44]=[CH:43][CH:42]=3)=[O:38])[C:18](=[O:19])[N:4]2[C:5]=1[P:14]([OH:17])(=[O:15])[OH:16])(=[O:13])[CH3:12] |f:0.1.2,3.4|. Reported procedure: To a solution of 10 mmoles of disodium 7β-amino-3-acetoxymethyl-3-cephem-4-phosphonate in 100 ml. water and 100 ml. acetone containing 5 g. NaHCO3 is added 20 mmoles of 2-phenyl-2-benzhydryloxycarbonylacetyl chloride in 40 ml. acetone at 0° C. After 1 hour stirring at 0° and 2 hours at 25° acetone is pumped off in vacuo and the aqueous solution added to 100 ml. water and 200 ml EtOAc. The pH is adjusted to 2 with HCl and the ethyl acetate layer separated, dried with MgSO4, filtered and evaporate... Starting materials: CN=C=O, ClCCCl, N#N, COCc1c(-c2ccc(NC(=O)Nc3cc(C(F)(F)F)ccc3F)c(F)c2)c2c(N)ncnn2c1C1CCNCC1, C1CCOC1. Product: CNC(=O)N1CCC(c2c(COC)c(-c3ccc(NC(=O)Nc4cc(C(F)(F)F)ccc4F)c(F)c3)c3c(N)ncnn23)CC1. As a reaction SMILES: [CH3:48][N:49]=[C:50]=[O:51].[Cl:44][CH2:45][CH2:46][Cl:47].[N:1]#[N:2].[NH2:3][c:4]1[n:5][cH:6][n:7][n:8]2[c:9]1[c:10](-[c:22]1[cH:23][c:24]([F:43])[c:25]([NH:28][C:29](=[O:30])[NH:31][c:32]3[c:33]([F:42])[cH:34][cH:35][c:36]([C:38]([F:39])([F:40])[F:41])[cH:37]3)[cH:26][cH:27]1)[c:11]([CH2:19][O:20][CH3:21])[c:12]2[CH:13]1[CH2:14][CH2:15][NH:16][CH2:17][CH2:18]1.[O:52]1[CH2:53][CH2:54][CH2:55][CH2:56]1>>[NH2:3][c:4]1[n:5][cH:6][n:7][n:8]2[c:9]1[c:10](-[c:22]1[cH:23][c:24]([F:43])[c:25]([NH:28][C:29](=[O:30])[NH:31][c:32]3[c:33]([F:42])[cH:34][cH:35][c:36]([C:38]([F:39])([F:40])[F:41])[cH:37]3)[cH:26][cH:27]1)[c:11]([CH2:19][O:20][CH3:21])[c:12]2[CH:13]1[CH2:14][CH2:15][N:16]([C:50]([NH:49][CH3:48])=[O:51])[CH2:17][CH2:18]1.